Dataset: the Open Reaction Database (ORD), a public repository of structured organic reaction records. Task: describe an organic reaction: reactants, conditions, products, and yield The reactants are ClC=1C(NN=C(C1Cl)Cl)=O (4,5,6-trichloro-3(2H)pyridazinone), C(CC)OC=1C=C(CN)C=CC1OC (3-n-propoxy-4-methoxybenzylamine). The solvent is C(C)O (ethanol). Reaction conditions: time 2 hour. The product is ClC=1C(NN=C(C1NCC1=CC(=C(C=C1)OC)OCCC)Cl)=O (4,6-dichloro-5-(3-n-propoxy-4-methoxybenzylamino)-3(2H)pyridazinone). RXN SMILES: [Cl:1][C:2]1[C:3](=[O:10])[NH:4][N:5]=[C:6]([Cl:9])[C:7]=1Cl.[CH2:11]([O:14][C:15]1[CH:16]=[C:17]([CH:20]=[CH:21][C:22]=1[O:23][CH3:24])[CH2:18][NH2:19])[CH2:12][CH3:13]>C(O)C>[Cl:1][C:2]1[C:3](=[O:10])[NH:4][N:5]=[C:6]([Cl:9])[C:7]=1[NH:19][CH2:18][C:17]1[CH:20]=[CH:21][C:22]([O:23][CH3:24])=[C:15]([O:14][CH2:11][CH2:12][CH3:13])[CH:16]=1. Procedure: A mixture comprising 997 mg of 4,5,6-trichloro-3(2H)pyridazinone, 3.20 g of 3-n-propoxy-4-methoxybenzylamine and 30 ml of ethanol, was refluxed under stirring for 2 hours. Ethanol was distilled off under reduced pressure, and dilute hydrochloric acid was poured into the residue thereby obtained. The mixture was extracted with ethyl acetate. The extract was washed with water and dried over sodium sulfate. Then, the solvent was distilled off to obtain a light brown viscous oily substance. The resi... Starting materials: O=C([O-])[O-], CNC(=O)c1c2cc(C3CC3)c(N(CCCO)S(C)(=O)=O)cc2nn1-c1ccc(O)cc1, CI, [K+], [K+], CN(C)C=O. Product: CNC(=O)c1c2cc(C3CC3)c(N(CCCO)S(C)(=O)=O)cc2nn1-c1ccc(OC)cc1. Reaction SMILES: [C:33](=[O:34])([O-:35])[O-:36].[CH:1]1([c:4]2[cH:5][c:6]3[c:7]([C:29](=[O:30])[NH:31][CH3:32])[n:8](-[c:22]4[cH:23][cH:24][c:25]([OH:28])[cH:26][cH:27]4)[n:9][c:10]3[cH:11][c:12]2[N:13]([S:14](=[O:15])(=[O:16])[CH3:17])[CH2:18][CH2:19][CH2:20][OH:21])[CH2:2][CH2:3]1.[I:39][CH3:40].[K+:37].[K+:38].[O:41]=[CH:42][N:43]([CH3:44])[CH3:45]>>[CH:1]1([c:4]2[cH:5][c:6]3[c:7]([C:29](=[O:30])[NH:31][CH3:32])[n:8](-[c:22]4[cH:23][cH:24][c:25]([O:28][CH3:33])[cH:26][cH:27]4)[n:9][c:10]3[cH:11][c:12]2[N:13]([S:14](=[O:15])(=[O:16])[CH3:17])[CH2:18][CH2:19][CH2:20][OH:21])[CH2:2][CH2:3]1.